Task: describe an organic reaction: reactants, conditions, products, and yield. Dataset: the Open Reaction Database (ORD), a public repository of structured organic reaction records The reactants are CI, CC(C)=O, N#Cc1cccc(C(=O)CC(=O)CCc2ccc(F)cc2)c1, [K+], [K+], O=C([O-])[O-]. Yields the product CC(C(=O)CCc1ccc(F)cc1)C(=O)c1cccc(C#N)c1. Reaction SMILES: [CH3:29][I:30].[CH3:31][C:32](=[O:33])[CH3:34].[F:1][c:2]1[cH:3][cH:4][c:5]([CH2:8][CH2:9][C:10]([CH2:11][C:12](=[O:13])[c:14]2[cH:15][c:16]([C:17]#[N:18])[cH:19][cH:20][cH:21]2)=[O:22])[cH:6][cH:7]1.[K+:23].[K+:24].[O-:25][C:26]([O-:27])=[O:28]>>[F:1][c:2]1[cH:3][cH:4][c:5]([CH2:8][CH2:9][C:10]([CH:11]([C:12](=[O:13])[c:14]2[cH:15][c:16]([C:17]#[N:18])[cH:19][cH:20][cH:21]2)[CH3:26])=[O:22])[cH:6][cH:7]1. Starting materials: C(=C)(C)C1=NC(=CC(=C1)S(=O)(=O)C1=CC=C(C=C1)N)N1CCCC1 (4-(2-Isopropenyl-6-pyrrolidin-1-yl-pyridine-4-sulfonyl)-phenylamine). Solvent: C(C)O (ethanol), [Pd] (Pd/C). Yields the product C(C)(C)C1=NC(=CC(=C1)S(=O)(=O)C1=CC=C(C=C1)N)N1CCCC1 (4-(2-isopropyl-6-pyrrolidin-1-yl-pyridine-4-sulfonyl)-phenylamine). Isolated yield 91.5%. As a reaction SMILES: [C:1]([C:4]1[CH:9]=[C:8]([S:10]([C:13]2[CH:18]=[CH:17][C:16]([NH2:19])=[CH:15][CH:14]=2)(=[O:12])=[O:11])[CH:7]=[C:6]([N:20]2[CH2:24][CH2:23][CH2:22][CH2:21]2)[N:5]=1)([CH3:3])=[CH2:2]>C(O)C.[Pd]>[CH:1]([C:4]1[CH:9]=[C:8]([S:10]([C:13]2[CH:18]=[CH:17][C:16]([NH2:19])=[CH:15][CH:14]=2)(=[O:11])=[O:12])[CH:7]=[C:6]([N:20]2[CH2:24][CH2:23][CH2:22][CH2:21]2)[N:5]=1)([CH3:3])[CH3:2]. Reported procedure: 0.05 g (0.0001456 Mol) 4-(2-Isopropenyl-6-pyrrolidin-1-yl-pyridine-4-sulfonyl)-phenylamine were dissolved in ethanol (5 ml) and hydrogenated under an atmosphere of H2 -gas with a catalytic amount of Pd/C (10%) at ambiente temperature for 3 h. After filtration and evaporation of the solvent the residue was chromatographed on SiO2 with ethyl acetate hexane 1:2. After drying in a high vacuum it was obtained 0.046 g (92%) 4-(2-isopropyl-6-pyrrolidin-1-yl-pyridine-4-sulfonyl)-phenylamine as a white s... Procedure: 4-Methyl-7-hydroxy-coumarin (26.4g), aluminum chloride (76.1g) and sodium chloride (9.5g) were placed in a flask and shaken to effect reasonable mixing. The flask was then immersed in an oil bath, and the temperature raised to 150° C. Hydrogen chloride evolution commenced at about 100°-110° C. After maintaining the temperature at 150° C for 15 minutes, the melt produced was heated to 160° C and stirred until evolution of hydrogen chloride ceased. Stirring was continued while acetyl chloride (11.... Reaction conditions: temperature 150 celsius. Run in O (water). The reactants are CC1=CC(OC2=CC(=CC=C12)O)=O (4-Methyl-7-hydroxy-coumarin), [Cl-].[Al+3].[Cl-].[Cl-] (aluminum chloride), [Cl-].[Na+] (sodium chloride), Cl (Hydrogen chloride), Cl (hydrogen chloride), C(C)(=O)Cl (acetyl chloride). RXN SMILES: [CH3:1][C:2]1[C:11]2[C:6](=[CH:7][C:8]([OH:12])=[CH:9][CH:10]=2)[O:5][C:4](=[O:13])[CH:3]=1.[Cl-].[Al+3].[Cl-].[Cl-].[Cl-].[Na+].Cl.[C:21](Cl)(=[O:23])[CH3:22]>O>[CH3:1][C:2]1[C:11]2[C:6](=[C:7]([C:21](=[O:23])[CH3:22])[C:8]([OH:12])=[CH:9][CH:10]=2)[O:5][C:4](=[O:13])[CH:3]=1 |f:1.2.3.4,5.6|. Yields the product CC1=CC(OC2=C(C(=CC=C12)O)C(C)=O)=O (4-methyl-7-hydroxy-8-acetyl-coumarin). The reactants are COC1=CC=C(CN2N=CC3=C2N=CC=2CN(CCC32)C(=O)NC=3C=C(C(=O)O)C=CC3)C=C1 (3-(3-(4-methoxybenzyl)-6,7,8,9-tetrahydro-3H-pyrazolo[3,4-c][2,7]naphthyridine-7-carboxamido)benzoic acid), NC1=CC=CC=C1 (aniline). The product is C1(=CC=CC=C1)NC(=O)C=1C=C(C=CC1)NC(=O)N1CCC=2C3=C(N=CC2C1)NN=C3 (N-[3-(phenylcarbamoyl)phenyl]-3,6,8,9-tetrahydro-7H-pyrazolo[3,4-c][2,7]naphthyridine-7-carboxamide). Reaction SMILES: COC1C=CC(C[N:8]2[C:12]3[N:13]=[CH:14][C:15]4[CH2:16][N:17]([C:21]([NH:23][C:24]5[CH:25]=[C:26]([CH:30]=[CH:31][CH:32]=5)[C:27]([OH:29])=O)=[O:22])[CH2:18][CH2:19][C:20]=4[C:11]=3[CH:10]=[N:9]2)=CC=1.[NH2:35][C:36]1[CH:41]=[CH:40][CH:39]=[CH:38][CH:37]=1>>[C:36]1([NH:35][C:27]([C:26]2[CH:25]=[C:24]([NH:23][C:21]([N:17]3[CH2:16][C:15]4[CH:14]=[N:13][C:12]5[NH:8][N:9]=[CH:10][C:11]=5[C:20]=4[CH2:19][CH2:18]3)=[O:22])[CH:32]=[CH:31][CH:30]=2)=[O:29])[CH:41]=[CH:40][CH:39]=[CH:38][CH:37]=1. Procedure details: The compound N-[3-(phenylcarbamoyl)phenyl]-3,6,8,9-tetrahydro-7H-pyrazolo[3,4-c][2,7]naphthyridine-7-carboxamide was prepared using 3-(3-(4-methoxybenzyl)-6,7,8,9-tetrahydro-3H-pyrazolo[3,4-c][2,7]naphthyridine-7-carboxamido)benzoic acid and aniline as described in general procedure J. The compound was obtained as a solid. LCMS [M+H]: 413. Starting materials: [H-].[Na+] (sodium hydride), SC1=CC=C(C(=O)OC)C=C1 (methyl 4-mercaptobenzoate), ClC(CN1C=NC=C1)C=1SC=CC1 (1-[2-chloro-2-(2-thienyl)ethyl]imidazole). Solvent: CN(C=O)C (dimethylformamide), CN(C=O)C (dimethylformamide). Run at time 30 minute. The product is S1C(=CC=C1)C(CN1C=NC=C1)SC1=CC=C(C(=O)OC)C=C1 (Methyl 4-[1-(2-thienyl)-2-(imidazol-1-yl)ethylthio]benzoate). The yield is 4.8%. Reaction SMILES: [SH:1][C:2]1[CH:11]=[CH:10][C:5]([C:6]([O:8][CH3:9])=[O:7])=[CH:4][CH:3]=1.[H-].[Na+].Cl[CH:15]([C:22]1[S:23][CH:24]=[CH:25][CH:26]=1)[CH2:16][N:17]1[CH:21]=[CH:20][N:19]=[CH:18]1>CN(C)C=O>[S:23]1[CH:24]=[CH:25][CH:26]=[C:22]1[CH:15]([S:1][C:2]1[CH:3]=[CH:4][C:5]([C:6]([O:8][CH3:9])=[O:7])=[CH:10][CH:11]=1)[CH2:16][N:17]1[CH:21]=[CH:20][N:19]=[CH:18]1 |f:1.2|. Reported procedure: 204 mg of methyl 4-mercaptobenzoate were dissolved in 1.3 ml of dry dimethylformamide, and 53 mg of a 55% w/w suspension of sodium hydride in mineral oil were added to the resulting solution, whilst ice-cooling. The mixture was then stirred at room temperature for 30 minutes. 258 mg of 1-[2-chloro-2-(2-thienyl)ethyl]imidazole dissolved in 1.3 ml of dry dimethylformamide were added to the resulting solution, and the mixture was then heated at 60° to 70° C. for 8 hours. At the end of this time, th... The reactants are CN1CCC(O)(c2ccccc2)CC1, CS(C)=O, O=[N+]([O-])c1ccc(F)cc1, [H-], [Na+], O. Product: CN1CCC(Oc2ccc([N+](=O)[O-])cc2)(c2ccccc2)CC1. Reaction SMILES: [CH3:1][N:2]1[CH2:3][CH2:4][C:5]([OH:8])([c:9]2[cH:10][cH:11][cH:12][cH:13][cH:14]2)[CH2:6][CH2:7]1.[CH3:28][S:29]([CH3:30])=[O:31].[F:17][c:18]1[cH:19][cH:20][c:21]([N+:24](=[O:25])[O-:26])[cH:22][cH:23]1.[H-:15].[Na+:16].[OH2:27]>>[CH3:1][N:2]1[CH2:3][CH2:4][C:5]([O:8][c:18]2[cH:19][cH:20][c:21]([N+:24](=[O:25])[O-:26])[cH:22][cH:23]2)([c:9]2[cH:10][cH:11][cH:12][cH:13][cH:14]2)[CH2:6][CH2:7]1. Starting materials: C(#N)C=1C=C(CO)C=CC1F (3-cyano-4-fluorobenzyl alcohol). Reagents/catalysts: [O-2].[O-2].[Mn+4] (manganese dioxide). Solvent: C(Cl)(Cl)Cl (chloroform). Run at time 8 hour. The product is C(#N)C=1C=C(C=O)C=CC1F (3-cyano-4-fluorobenzaldehyde). Yield: 54.2%. Reaction SMILES: [C:1]([C:3]1[CH:4]=[C:5]([CH:8]=[CH:9][C:10]=1[F:11])[CH2:6][OH:7])#[N:2]>C(Cl)(Cl)Cl.[O-2].[O-2].[Mn+4]>[C:1]([C:3]1[CH:4]=[C:5]([CH:8]=[CH:9][C:10]=1[F:11])[CH:6]=[O:7])#[N:2] |f:2.3.4|. Procedure: A solution of the product from Example 82B (0.40 g, 2.6 mmol) in chloroform (50 mL) was treated with manganese dioxide (0.55 g, 7.8 mmol), stirred at room temperature overnight, filtered, solvent evaporated and the residue flash chromatographed over silica gel eluting with ethyl acetate:hexane (1:1) to provide 0.21 g 3-cyano-4-fluorobenzaldehyde.